Dataset: the Open Reaction Database (ORD), a public repository of structured organic reaction records. Task: describe an organic reaction: reactants, conditions, products, and yield Reactants: Cl (HCl), ice, N1C=CC=C1 (pyrrole), C(CC#N)#N (malononitrile), intermediate, C(C)(=O)OCC (ethyl acetate), enamine nitrile hydrochloride. Solvent: O (water), CCOCC (ether). Run at time 2 hour. Product: N1C(=CC=C1)C(=O)CC#N (2-pyrroloylacetonitrile). RXN SMILES: [NH:1]1[CH:5]=[CH:4][CH:3]=[CH:2]1.[C:6](#N)[CH2:7][C:8]#[N:9].Cl.C(OCC)(=[O:14])C>CCOCC.O>[NH:1]1[CH:5]=[CH:4][CH:3]=[C:2]1[C:6]([CH2:7][C:8]#[N:9])=[O:14]. Reported procedure: Into an ice-chilled solution of 30 g of pyrrole and 30 g of malononitrile in 800 ml of dry ether is passed by HCl for 20 minutes. After standing several hours the suspension is filtered to give 65 g of orange-brown, water-soluble solid. The solution of 50 g of this intermediate (the enamine nitrile hydrochloride) in 600 ml of water is covered with 400 ml of ethyl acetate and stirred for 21/2 hours at room temperature. The organic layer is separated, dried (MgSO4) and evaporated to give crystals,... The reactants are ice water, C[O-].[Na+] (Sodium methoxide), OC1=CC2=C(NC(CS2)=O)C=C1 (7-hydroxy-2H-1,4-benzothiazin-3(4H)-one), N1C=C(C2=CC=CC=C12)C=O (indole-3-carboxaldehyde). Run in CN(C)C=O (DMF). Run at temperature 140 celsius. Product: OC1=CC2=C(NC(C(S2)=CC2=CNC3=CC=CC=C23)=O)C=C1 (7-Hydroxy-2-[(indol-3-yl)methylene]-2H-1,4-benzothiazin-3(4H)-one). Reaction SMILES: C[O-].[Na+].[OH:4][C:5]1[CH:15]=[CH:14][C:8]2[NH:9][C:10](=[O:13])[CH2:11][S:12][C:7]=2[CH:6]=1.[NH:16]1[C:24]2[C:19](=[CH:20][CH:21]=[CH:22][CH:23]=2)[C:18]([CH:25]=O)=[CH:17]1>CN(C=O)C>[OH:4][C:5]1[CH:15]=[CH:14][C:8]2[NH:9][C:10](=[O:13])[C:11](=[CH:25][C:18]3[C:19]4[C:24](=[CH:23][CH:22]=[CH:21][CH:20]=4)[NH:16][CH:17]=3)[S:12][C:7]=2[CH:6]=1 |f:0.1|. Procedure details: Sodium methoxide (0.54 g, 10 mmol) was added in one portion to a solution of 7-hydroxy-2H-1,4-benzothiazin-3(4H)-one (0.91 g, 5 mmol) and indole-3-carboxaldehyde (1.09 g, 7.5 mmol) in dry DMF (5 ml). The mixture was heated at 140° C. for 48 h, allowed to cool and poured into ice water (60 ml). The solid was collected by filtration. The filtrate was acidified to pH=2 with 10% hydrochloric acid and the precipitated solid was collected by filtration. Both precipitates were put together, boiled with... Starting materials: C(CC(O)(C(=O)O)CC(=O)O)(=O)O (citric acid), C(C(O)CC(=O)O)(=O)O (malic acid), C([C@@H]1[C@H]([C@@H]([C@H]([C@H](O1)O[C@]2([C@H]([C@@H]([C@H](O2)CO)O)O)CO)O)O)O)O (sucrose), C([O-])([O-])=O.[Ca+2] (calcium carbonate). The solvent is O (water). The product is C(CC(O)(C(=O)[O-])CC(=O)[O-])(=O)[O-].[Ca+2].C(CC(O)(C(=O)[O-])CC(=O)[O-])(=O)[O-].[Ca+2].[Ca+2].C(C(O)CC(=O)[O-])(=O)[O-] (calcium citrate malate), [Ca] (calcium). Isolated yield 4.4%. As a reaction SMILES: C(O)[C@H]1O[C@H](O[C@]2(CO)O[C@H](CO)[C@@H](O)[C@@H]2O)[C@H](O)[C@@H](O)[C@@H]1O.C(=O)([O-])[O-].[Ca+2:28].[C:29]([OH:41])(=[O:40])[CH2:30][C:31]([CH2:36][C:37]([OH:39])=[O:38])([C:33]([OH:35])=[O:34])[OH:32].[C:42]([OH:50])(=[O:49])[CH:43]([CH2:45][C:46]([OH:48])=[O:47])[OH:44]>O>[C:29]([O-:41])(=[O:40])[CH2:30][C:31]([CH2:36][C:37]([O-:39])=[O:38])([C:33]([O-:35])=[O:34])[OH:32].[Ca+2:28].[C:29]([O-:41])(=[O:40])[CH2:30][C:31]([CH2:36][C:37]([O-:39])=[O:38])([C:33]([O-:35])=[O:34])[OH:32].[Ca+2:28].[Ca+2:28].[C:42]([O-:50])(=[O:49])[CH:43]([CH2:45][C:46]([O-:48])=[O:47])[OH:44].[Ca:28] |f:1.2,6.7.8.9.10.11|. Procedure: In an alternate mode, the sucrose can be deleted from the above preparation. Thus, a calcium citrate-malate solution is prepared by admixing 62 g calcium carbonate with 11 g citric acid and 44 g malic acid dissolved in 1,040 g water at ambient temperature. This solution can be used to prepare low calorie beverages, beverage concentrates or freeze-dried for use in solid supplements. The calcium is 53% of the solid when dried to anhydrous conditions. Each ml of this solution provides 50 mg of calc... Starting materials: S(=O)(=O)([O-])OOS(=O)(=O)[O-].[K+].[K+] (potassium persulfate), ferric sulfate, C(C1=CC=CC=C1)(=O)OOC(C1=CC=CC=C1)=O (benzoyl peroxide), [Si]([O-])([O-])([O-])[O-].[Na+].[Na+].[Na+].[Na+] (sodium silicate), Na2O, SiO2, styrenes, [Na] (sodium), sulphonates, C(C1=CC=CC=C1)(=O)O (benzoic acid). Yields the product [Si]([O-])([O-])([O-])[O-].[Na+].[Na+].[Na+].[Na+].C=CC1=CC=CC=C1 (sodium silicate styrene). As a reaction SMILES: [Si:1]([O-:5])([O-:4])([O-:3])[O-:2].[Na+:6].[Na+].[Na+].[Na+].[Na].[C:11](O)(=O)[C:12]1[CH:17]=[CH:16][CH:15]=[CH:14][CH:13]=1.S(OOS([O-])(=O)=O)([O-])(=O)=O.[K+].[K+].[C:32](OOC(=O)C1C=CC=CC=1)(=O)C1C=CC=CC=1>>[Si:1]([O-:5])([O-:4])([O-:3])[O-:2].[Na+:6].[Na+:6].[Na+:6].[Na+:6].[CH2:32]=[CH:11][C:12]1[CH:17]=[CH:16][CH:15]=[CH:14][CH:13]=1 |f:0.1.2.3.4,7.8.9,11.12.13.14.15.16,^1:9|. Procedure details: About 30 parts by weight of an aqueous sodium silicate solution containing 14.7% Na2O and 29.4% SiO2 by weight, 20 parts by weight of styrenes, 0.5 parts by weight of the sodium salt of ricinoleic sulphonates and 1 part by weight of benzoic acid are thoroughly mixed and emulsified; then 0.1 part by weight of potassium persulfate, 0.01 part by weight of ferric sulfate and 0.1 part by weight of benzoyl peroxide is added to the emulsion and thoroughly mixed at ambient temperature (24° C.) and press... Starting materials: OC=1C=C(C=CC1O)C#CCCCCCCC#CCO (1-(3',4'-Dihydroxyphenyl)-11-hydroxy-undeca-1,9-diyne), N1=CC=CC2=CC=CC=C12 (quinoline). The reagents and catalysts are [Pd] (palladium on calcium carbonate). The solvent is C(C)O (ethanol). The product is OC=1C=C(C=CC1O)\C=C/CCCCCC\C=C/CO (1-(3',4'-Dihydroxyphenyl)-11-hydroxy-undeca-1Z,9Z-diene). Isolated yield 75.2%. Reaction SMILES: [OH:1][C:2]1[CH:3]=[C:4]([C:9]#[C:10][CH2:11][CH2:12][CH2:13][CH2:14][CH2:15][CH2:16][C:17]#[C:18][CH2:19][OH:20])[CH:5]=[CH:6][C:7]=1[OH:8].N1C2C(=CC=CC=2)C=CC=1>C(O)C.[Pd]>[OH:1][C:2]1[CH:3]=[C:4](/[CH:9]=[CH:10]\[CH2:11][CH2:12][CH2:13][CH2:14][CH2:15][CH2:16]/[CH:17]=[CH:18]\[CH2:19][OH:20])[CH:5]=[CH:6][C:7]=1[OH:8]. Procedure details: A solution of 0.545 g of the product obtained in Example 7 in 20 ml of absolute ethanol containing 0.1 ml of freshly distilled quinoline was hydrogenated at room temperature and normal pressure using as catalyst 0.136 g of palladium on calcium carbonate (5% Pd; poisoned with lead "Lindlar-catalyst"). After consumption of the theoretical amount of hydrogen, the catalyst was filtered off and the filtrate evaporated in a vacuum. The residue was purified by HPLC with methanol/water (6:4) to yield 0.... Reactants: O=C(O)c1ccc(Br)cc1Cl, CCN=C=NCCCN(C)C, CN(C)C=O, C1CCOC1, O=C1CCC(=O)N1O. Yields the product O=C(ON1C(=O)CCC1=O)c1ccc(Br)cc1Cl. RXN SMILES: [Br:1][c:2]1[cH:3][c:4]([Cl:11])[c:5]([C:6](=[O:7])[OH:8])[cH:9][cH:10]1.[CH3:20][CH2:21][N:22]=[C:23]=[N:24][CH2:25][CH2:26][CH2:27][N:28]([CH3:29])[CH3:30].[CH3:31][N:32]([CH3:33])[CH:34]=[O:35].[O:36]1[CH2:37][CH2:38][CH2:39][CH2:40]1.[OH:12][N:13]1[C:14](=[O:19])[CH2:15][CH2:16][C:17]1=[O:18]>>[Br:1][c:2]1[cH:3][c:4]([Cl:11])[c:5]([C:6](=[O:7])[O:8][N:13]2[C:14](=[O:19])[CH2:15][CH2:16][C:17]2=[O:18])[cH:9][cH:10]1.